The task is: describe an organic reaction: reactants, conditions, products, and yield. This data is from the Open Reaction Database (ORD), a public repository of structured organic reaction records. The reactants are C(Cl)(Cl)Cl (CHCl3), C[O-].[Na+] (sodium methoxide), C(C)(=O)O[C@@H]1[C@H](O[C@@H]([C@H]([C@@H]1OC(C)=O)OC(C)=O)COC(C)=O)OC1=C(C=CC=C1)C=1C=C(C=CC1)CC(=O)OC (Methyl 3-(2-(2,3,4,6-tetra-O-acetyl-α-D-mannopyranosyloxy)phenyl)phenylacetate). Solvent: CO (methanol), CO (methanol). Conditions: time 2 hour. Yields the product [C@H]1([C@@H](O)[C@@H](O)[C@H](O)[C@H](O1)CO)OC1=C(C=CC=C1)C=1C=C(C=CC1)CC(=O)OC (methyl 3-(2-(α-D-mannopyranosyloxy)phenyl)phenylacetate). Yield: 100.3%. RXN SMILES: C([O:4][C@H:5]1[C@@H:10]([O:11]C(=O)C)[C@H:9]([O:15]C(=O)C)[C@@H:8]([CH2:19][O:20]C(=O)C)[O:7][C@@H:6]1[O:24][C:25]1[CH:30]=[CH:29][CH:28]=[CH:27][C:26]=1[C:31]1[CH:32]=[C:33]([CH2:37][C:38]([O:40][CH3:41])=[O:39])[CH:34]=[CH:35][CH:36]=1)(=O)C.C[O-].[Na+].C(Cl)(Cl)Cl>CO>[C@H:6]1([O:24][C:25]2[CH:30]=[CH:29][CH:28]=[CH:27][C:26]=2[C:31]2[CH:32]=[C:33]([CH2:37][C:38]([O:40][CH3:41])=[O:39])[CH:34]=[CH:35][CH:36]=2)[O:7][C@H:8]([CH2:19][OH:20])[C@@H:9]([OH:15])[C@H:10]([OH:11])[C@@H:5]1[OH:4] |f:1.2|. Reported procedure: Methyl 3-(2-(2,3,4,6-tetra-O-acetyl-α-D-mannopyranosyloxy)phenyl)phenylacetate (3.96 g, 6.9 mmol, from Part E, EXAMPLE 2) was dissolved in methanol (50 ml), sodium methoxide (100 mg) was added and the solution stirred at room temperature for two hours. The reaction mixture was neutralized with Dowex-50W ion exchange resin (H+ form), filtered and concentrated in vacuo. Chromatography (silica, 9:1 CHCl3 :methanol) gave methyl 3-(2-(α-D-mannopyranosyloxy)phenyl)phenylacetate (2.8 g, quantitative yi... Reactants: C(CC)C1=NC=CC=C1 (2-propylpyridine), N(=N\C(C#N)(C)C)/C(C#N)(C)C ((E)-2,2′-(diazene-1,2-diyl)bis(2-methylpropanenitrile)), C1CC(=O)N(C1=O)Br (n-bromosuccinimide). Run in C(Cl)(Cl)(Cl)Cl (CCl4). Conditions: time 12 hour. The product is BrC(CC)C1=NC=CC=C1 (2-(1-bromopropyl)pyridine). Reaction SMILES: [CH2:1]([C:4]1[CH:9]=[CH:8][CH:7]=[CH:6][N:5]=1)[CH2:2][CH3:3].N(/C(C)(C)C#N)=N\C(C)(C)C#N.C1C(=O)N([Br:29])C(=O)C1>C(Cl)(Cl)(Cl)Cl>[Br:29][CH:1]([C:4]1[CH:9]=[CH:8][CH:7]=[CH:6][N:5]=1)[CH2:2][CH3:3]. Procedure: To a mixture of 2-propylpyridine (2.5 g, 20.63 mmol, purchased from Sigma-Aldrich, St. Louis, Mo.) and (E)-2,2′-(diazene-1,2-diyl)bis(2-methylpropanenitrile) (1.253 g, 7.63 mmol, purchased from Sigma-Aldrich) in CCl4 (60 mL) at rt was added n-bromosuccinimide (1.93 mL, 22.7 mmol, purchased from Sigma-Aldrich). The mixture was stirred under fluorescent light at rt for 12 hr. The precipitate was removed by filtration of the mixture through a pad of Celite® (J.T. Baker, Phillipsberg, N.J., diatomac... The reactants are solution, [H-].C(C(C)C)[Al+]CC(C)C (diisobutylaluminum hydride), COC(\C=C\C=1C(=NC2=CC=CC=C2C1C1=CC=C(C=C1)F)N(C)C)=O ((E)-Methyl-3-[2-(dimethylamino)-4-(4-fluorophenyl)-3-quinolinyl]-2-propenoate). Solvent: ClCCl (dichloromethane), ClCCl (dichloromethane). Conditions: time 1 hour. The product is CN(C1=NC2=CC=CC=C2C(=C1/C=C/CO)C1=CC=C(C=C1)F)C ((E)-3-[2-(dimethylamino)-4-(4-fluorophenyl)-3-quinolinyl]-2-propen-1-ol). Isolated yield 108.9%. RXN SMILES: C[O:2][C:3](=O)/[CH:4]=[CH:5]/[C:6]1[C:7]([N:23]([CH3:25])[CH3:24])=[N:8][C:9]2[C:14]([C:15]=1[C:16]1[CH:21]=[CH:20][C:19]([F:22])=[CH:18][CH:17]=1)=[CH:13][CH:12]=[CH:11][CH:10]=2.[H-].C([Al+]CC(C)C)C(C)C>ClCCl>[CH3:25][N:23]([CH3:24])[C:7]1[C:6](/[CH:5]=[CH:4]/[CH2:3][OH:2])=[C:15]([C:16]2[CH:21]=[CH:20][C:19]([F:22])=[CH:18][CH:17]=2)[C:14]2[C:9](=[CH:10][CH:11]=[CH:12][CH:13]=2)[N:8]=1 |f:1.2|. Procedure: (E)-Methyl-3-[2-(dimethylamino)-4-(4-fluorophenyl)-3-quinolinyl]-2-propenoate (4.60 g) is dissolved in 40 ml of dichloromethane at -78° C. under an atmosphere of nitrogen. A 1 M solution of diisobutylaluminum hydride (DIBAL) (29 ml, 2.2 equivalents), in dichloromethane is added dropwise, the reaction stirred for one hour, and quenched by adding 15 ml of an aqueous saturated solution of sodium sulfate and removing the cooling bath. The reaction mixture is filtered through Celite and the filtrate ... Starting materials: C(C)(C)(C)OC(NC1=C(C=CC=C1)OC)=O (tert-butyl-N-(2-methoxyphenyl)carbamate), solution, C(=O)(C(F)(F)F)O.C(Cl)Cl (TFA CH2Cl2). Product: COC1=C(N)C=CC=C1 (2-methoxyaniline). The yield is 16.1%. RXN SMILES: C(OC(=O)[NH:7][C:8]1[CH:13]=[CH:12][CH:11]=[CH:10][C:9]=1[O:14][CH3:15])(C)(C)C.C(O)(C(F)(F)F)=O.C(Cl)Cl>>[CH3:15][O:14][C:9]1[CH:10]=[CH:11][CH:12]=[CH:13][C:8]=1[NH2:7] |f:1.2|. Reported procedure: 0.35 g of tert-butyl-N-(2-methoxyphenyl)carbamate (theoretically 2 mmol/g) bonded on solid support 8 is reacted with 0.5 ml (7 mmol, 10 eq) of a 20% solution of TFA/CH2Cl2 at room temperature for 1 hour. The resin is filtered on a scintered filter and rinsed with CH2Cl2 and MeOH. Then, the filtrate is concentrated under vacuum, taken up in CH2Cl2, washed with a saturated aqueous NaHCO3 solution. After drying on MgSO4 and evaporation of the solvent, 31.1 mg of 2-methoxyaniline is obtained and cha...